Dataset: the Open Reaction Database (ORD), a public repository of structured organic reaction records. Task: describe an organic reaction: reactants, conditions, products, and yield Reactants: FC1=CC=C(C=CC=O)C=C1 (4-fluorocinnamaldehyde), NNC(=S)N (thiosemicarbazide). Yields the product FC1=CC=C(C=CC=NNC(=S)N)C=C1 (4-fluorocinnamaldehyde Thiosemicarbazone). Yield: 53.0%. RXN SMILES: [F:1][C:2]1[CH:11]=[CH:10][C:5]([CH:6]=[CH:7][CH:8]=O)=[CH:4][CH:3]=1.[NH2:12][NH:13][C:14]([NH2:16])=[S:15]>>[F:1][C:2]1[CH:11]=[CH:10][C:5]([CH:6]=[CH:7][CH:8]=[N:12][NH:13][C:14]([NH2:16])=[S:15])=[CH:4][CH:3]=1. Reported procedure: The compound is prepared according to the method described in example 1A from 4-fluorocinnamaldehyde (1.5 mmoles) and from thiosemicarbazide (1.5 mmoles). Yield 53%. The reactants are O.NN (Hydrazine monohydrate), FC1=CC=C(C=C1)C(N1CCC(CC1)ON1C(C2=CC=CC=C2C1=O)=O)C1=CC=C(C=C1)F (2-(1-(bis(4-fluorophenyl)methyl)piperidin-4-yloxy)isoindoline-1,3-dione), FC1=CC=C(C=C1)N=C=O (4-fluorophenyl isocyanate). Run in C(Cl)Cl (CH2Cl2). Conditions: time 15 hour. Product: FC1=CC=C(C=C1)C(N1CCC(CC1)ONC(=O)NC1=CC=C(C=C1)F)C1=CC=C(C=C1)F (1-(1-(bis(4-fluorophenyl)methyl)piperidin-4-yloxy)-3-(4-fluorophenyl)urea). Isolated yield 131.7%. As a reaction SMILES: O.NN.[F:4][C:5]1[CH:10]=[CH:9][C:8]([CH:11]([C:30]2[CH:35]=[CH:34][C:33]([F:36])=[CH:32][CH:31]=2)[N:12]2[CH2:17][CH2:16][CH:15]([O:18][N:19]3[C:27](=[O:28])C4C(=CC=CC=4)C3=O)[CH2:14][CH2:13]2)=[CH:7][CH:6]=1.[F:37][C:38]1[CH:43]=[CH:42][C:41]([N:44]=C=O)=[CH:40][CH:39]=1>C(Cl)Cl>[F:36][C:33]1[CH:34]=[CH:35][C:30]([CH:11]([C:8]2[CH:9]=[CH:10][C:5]([F:4])=[CH:6][CH:7]=2)[N:12]2[CH2:17][CH2:16][CH:15]([O:18][NH:19][C:27]([NH:44][C:41]3[CH:42]=[CH:43][C:38]([F:37])=[CH:39][CH:40]=3)=[O:28])[CH2:14][CH2:13]2)=[CH:31][CH:32]=1 |f:0.1|. Procedure: Hydrazine monohydrate (0.059 ml, 1.2 mmol) was added to a solution of 2-(1-(bis(4-fluorophenyl)methyl)piperidin-4-yloxy)isoindoline-1,3-dione (193 mg, 0.406 mmol) in CH2Cl2 (5 ml) and stirred at room temperature for 15 hours. The resulting solid was filtered off and the filtrate was concentrated in vacuo. The residue was dissolved in tetrahydrofuran (5 ml), 4-fluorophenyl isocyanate (0.023 ml, 0.20 mmol) was added and the whole was stirred at room temperature for 15 hours. The reaction mixture w... Reactants: CN1CCC(O)C(c2ccccc2)C1, Fc1ccc(Cl)cc1, ClCCl, [H-], [Na+], CN(C)C=O, c1ccccc1. Product: CN1CCC(Oc2ccc(Cl)cc2)C(c2ccccc2)C1. As a reaction SMILES: [CH3:1][N:2]1[CH2:3][CH:4]([c:9]2[cH:10][cH:11][cH:12][cH:13][cH:14]2)[CH:5]([OH:8])[CH2:6][CH2:7]1.[Cl:22][c:23]1[cH:24][cH:25][c:26]([F:29])[cH:27][cH:28]1.[Cl:36][CH2:37][Cl:38].[H-:15].[Na+:16].[O:17]=[CH:18][N:19]([CH3:20])[CH3:21].[cH:30]1[cH:31][cH:32][cH:33][cH:34][cH:35]1>>[CH3:1][N:2]1[CH2:3][CH:4]([c:9]2[cH:10][cH:11][cH:12][cH:13][cH:14]2)[CH:5]([O:8][c:26]2[cH:25][cH:24][c:23]([Cl:22])[cH:28][cH:27]2)[CH2:6][CH2:7]1. Starting materials: C([O-])([O-])=O.[K+].[K+] (potassium carbonate), ClC1=C(CBr)C=CC=C1 (2-chlorobenzyl bromide), BrC1=CC(=C(C(=C1)C(F)(F)F)NC(OCC)=O)[N+](=O)[O-] (Ethyl 4-bromo-2-nitro-6-(trifluoromethyl)phenylcarbamate). Run in [Cl-].[Na+].O (brine), CN(C=O)C (N,N-dimethylformamide). Run at temperature 50 celsius, time 1 hour. The product is BrC1=CC(=C(C(=C1)C(F)(F)F)N(C(OCC)=O)CC1=C(C=CC=C1)Cl)[N+](=O)[O-] (ethyl 4-bromo-2-nitro-6-(trifluoromethyl)phenyl(2-chlorobenzyl)carbamate). RXN SMILES: [Br:1][C:2]1[CH:7]=[C:6]([C:8]([F:11])([F:10])[F:9])[C:5]([NH:12][C:13](=[O:17])[O:14][CH2:15][CH3:16])=[C:4]([N+:18]([O-:20])=[O:19])[CH:3]=1.C(=O)([O-])[O-].[K+].[K+].[Cl:27][C:28]1[CH:35]=[CH:34][CH:33]=[CH:32][C:29]=1[CH2:30]Br>CN(C)C=O.[Cl-].[Na+].O>[Br:1][C:2]1[CH:7]=[C:6]([C:8]([F:10])([F:9])[F:11])[C:5]([N:12]([CH2:30][C:29]2[CH:32]=[CH:33][CH:34]=[CH:35][C:28]=2[Cl:27])[C:13](=[O:17])[O:14][CH2:15][CH3:16])=[C:4]([N+:18]([O-:20])=[O:19])[CH:3]=1 |f:1.2.3,6.7.8|. Reported procedure: Ethyl 4-bromo-2-nitro-6-(trifluoromethyl)phenylcarbamate (475.5 mg) was dissolved in N,N-dimethylformamide (10 ml), and to the solution were added potassium carbonate (220.9 mg) and 2-chlorobenzyl bromide (0.207 ml). Then the mixture was heated at 50° C. and stirred for 1 hour. After allowing to cool, to the reaction mixture was added saturated brine, and the mixture was extracted with ethyl acetate. The organic layer was washed with saturated brine, dried over anhydrous magnesium sulfate, and c... Procedure: (1-dimethylcarbamoyl-2-{4-[4-(2,4-dioxothiazolidin-5-ylmethyl)-phenoxy]-phenyl}-ethyl)-carbamic acid tert-butyl ester (0.25 g) was dissolved in CH2Cl2 and cooled to 0-5° C. Hydrogen chloride gas was bubbled through this solution for 30 min. The excess HCl was degassed and the CH2Cl2 was removed. The residual solid was triturated with EtOAc (2×25 mL), decanted, and dried to yield the desired compound 2-amino-3-{4-[4-(2,4-dioxothiazolidin-5-ylmethyl)-phenoxy]-phenyl}-N,N-dimethylpropionamide hydro... Conditions: temperature 2.5 celsius. Isolated yield 73.1%. Reaction SMILES: C(OC(=O)[NH:7][CH:8]([C:31](=[O:35])[N:32]([CH3:34])[CH3:33])[CH2:9][C:10]1[CH:15]=[CH:14][C:13]([O:16][C:17]2[CH:22]=[CH:21][C:20]([CH2:23][CH:24]3[S:28][C:27](=[O:29])[NH:26][C:25]3=[O:30])=[CH:19][CH:18]=2)=[CH:12][CH:11]=1)(C)(C)C.C(Cl)[Cl:38]>>[ClH:38].[NH2:7][CH:8]([CH2:9][C:10]1[CH:11]=[CH:12][C:13]([O:16][C:17]2[CH:22]=[CH:21][C:20]([CH2:23][CH:24]3[S:28][C:27](=[O:29])[NH:26][C:25]3=[O:30])=[CH:19][CH:18]=2)=[CH:14][CH:15]=1)[C:31]([N:32]([CH3:34])[CH3:33])=[O:35] |f:2.3|. The reactants are C(C)(C)(C)OC(NC(CC1=CC=C(C=C1)OC1=CC=C(C=C1)CC1C(NC(S1)=O)=O)C(N(C)C)=O)=O ((1-dimethylcarbamoyl-2-{4-[4-(2,4-dioxothiazolidin-5-ylmethyl)-phenoxy]-phenyl}-ethyl)-carbamic acid tert-butyl ester), C(Cl)Cl (CH2Cl2). Yields the product Cl.NC(C(=O)N(C)C)CC1=CC=C(C=C1)OC1=CC=C(C=C1)CC1C(NC(S1)=O)=O (2-amino-3-{4-[4-(2,4-dioxothiazolidin-5-ylmethyl)-phenoxy]-phenyl}-N,N-dimethylpropionamide hydrochloric acid salt). Reaction SMILES: [C:1]([C:3](O)([C:5]1[CH:10]=[CH:9][C:8]([CH2:11][CH:12]([CH3:14])[CH3:13])=[CH:7][CH:6]=1)[CH3:4])#[N:2].P12(SP3(SP(SP(S3)(S1)=S)(=S)S2)=S)=S.P12SP3(SP(SP(S3)(S1)=S)(=S)S2)=S>C1(C)C=CC=CC=1>[C:1]([CH:3]([C:5]1[CH:6]=[CH:7][C:8]([CH2:11][CH:12]([CH3:14])[CH3:13])=[CH:9][CH:10]=1)[CH3:4])#[N:2].[CH2:11]([C:8]1[CH:7]=[CH:6][C:5]([C:3](=[CH2:4])[C:1]#[N:2])=[CH:10][CH:9]=1)[CH:12]([CH3:14])[CH3:13]. The solvent is C1(=CC=CC=C1)C (toluene). Reported procedure: A crude solution of 410 mg (2.0 mmol) of 1-cyano-1-hydroxy-1-(4-isobutylphenyl)ethane (IBACH) in 5 mL of toluene was treated under nitrogen with 450 mg (1.0 mmol) of a finely-ground commercial phosphorus pentasulfide which is a mixture of tetraphosphorus decasulfide and tetraphosphorus nonasulfide. The reaction mixture was stirred well and heated in an 85° C. bath for one hour. GC analysis of the crude reaction product indicated that the reaction resulted in the formation of 1-cyano-1-(4-isobuty... The product is C(#N)C(C)C1=CC=C(C=C1)CC(C)C (1-cyano-1-(4-isobutylphenyl)ethane), C(C(C)C)C1=CC=C(C=C1)C(C#N)=C (2-(4-isobutylphenyl)acrylonitrile). Starting materials: crude solution, C(#N)C(C)(C1=CC=C(C=C1)CC(C)C)O (1-cyano-1-hydroxy-1-(4-isobutylphenyl)ethane), P12(=S)SP3(=S)SP(=S)(S1)SP(=S)(S2)S3 (phosphorus pentasulfide), P12(=S)SP3(=S)SP(=S)(S1)SP(=S)(S2)S3 (tetraphosphorus decasulfide), P12SP3(=S)SP(=S)(S1)SP(=S)(S2)S3 (tetraphosphorus nonasulfide). Reaction conditions: temperature 85 celsius. The reactants are CC(c1ccccc1N1CCCCC1)C(C(N)=O)c1ccc(C(=O)OC(C)(C)C)cc1, O, Cc1ccc(S(=O)(=O)O)cc1, c1ccccc1. Yields the product CC(c1ccccc1N1CCCCC1)C(C(N)=O)c1ccc(C(=O)O)cc1. Reaction SMILES: [C:1]([CH3:2])([CH3:3])([CH3:4])[O:5][C:6]([c:7]1[cH:8][cH:9][c:10]([CH:13]([C:14](=[O:15])[NH2:16])[CH:17]([CH3:18])[c:19]2[c:20]([N:25]3[CH2:26][CH2:27][CH2:28][CH2:29][CH2:30]3)[cH:21][cH:22][cH:23][cH:24]2)[cH:11][cH:12]1)=[O:31].[OH2:32].[c:33]1([CH3:34])[cH:35][cH:36][c:37]([S:38]([OH:39])(=[O:40])=[O:41])[cH:42][cH:43]1.[cH:44]1[cH:45][cH:46][cH:47][cH:48][cH:49]1>>[O:5]=[C:6]([c:7]1[cH:8][cH:9][c:10]([CH:13]([C:14](=[O:15])[NH2:16])[CH:17]([CH3:18])[c:19]2[c:20]([N:25]3[CH2:26][CH2:27][CH2:28][CH2:29][CH2:30]3)[cH:21][cH:22][cH:23][cH:24]2)[cH:11][cH:12]1)[OH:31].